From a dataset of the Open Reaction Database (ORD), a public repository of structured organic reaction records. describe an organic reaction: reactants, conditions, products, and yield The reactants are [BH4-], Cc1c2n(c3ccc(Br)cc13)CCCC2=O, CO, [Na+]. Yields the product Cc1c2n(c3ccc(Br)cc13)CCCC2O. RXN SMILES: [BH4-:17].[Br:1][c:2]1[cH:3][c:4]2[c:5]([CH3:16])[c:6]3[n:7]([c:8]2[cH:9][cH:10]1)[CH2:11][CH2:12][CH2:13][C:14]3=[O:15].[CH3:19][OH:20].[Na+:18]>>[Br:1][c:2]1[cH:3][c:4]2[c:5]([CH3:16])[c:6]3[n:7]([c:8]2[cH:9][cH:10]1)[CH2:11][CH2:12][CH2:13][CH:14]3[OH:15]. Reactants: COC(=O)c1cc(SC)cn1Cc1cc(C)ccc1[N+](=O)[O-], CC(=O)O, COC(=O)C(C)(C)CN1CCNCC1, Cl, Cl, [Fe], O. Yields the product COC(=O)C(C)(C)CN1CCN(C2=Nc3ccc(C)cc3Cn3cc(SC)cc32)CC1. RXN SMILES: [CH3:1][c:2]1[cH:3][cH:4][c:5]([N+:20]([O-:16])=[O:17])[c:6]([CH2:7][n:8]2[c:9]([C:15]([O:18][CH3:21])=[O:22])[cH:10][c:11]([S:13][CH3:14])[cH:12]2)[cH:19]1.[CH3:23][C:24](=[O:25])[OH:26].[CH3:29][C:30]([C:31](=[O:32])[O:33][CH3:34])([CH2:35][N:36]1[CH2:37][CH2:38][NH:39][CH2:40][CH2:41]1)[CH3:42].[ClH:27].[ClH:28].[Fe:44].[OH2:43]>>[CH3:1][c:2]1[cH:3][cH:4][c:5]2[c:6]([cH:19]1)[CH2:7][n:8]1[c:9]([cH:10][c:11]([S:13][CH3:14])[cH:12]1)[C:15]([N:39]1[CH2:38][CH2:37][N:36]([CH2:35][C:30]([CH3:29])([C:31](=[O:32])[O:33][CH3:34])[CH3:42])[CH2:41][CH2:40]1)=[N:20]2. Reactants: [N-]=[N+]=[N-].[Na+] (sodium azide), CC1=C(C2=C(S1)C=C(C=C2)OCCOS(=O)(=O)C)C2=CC=C(C=C2)C(F)(F)F (Methanesulfonic acid 2-[2-methyl-3-(4-trifluoromethyl-phenyl)-benzo[b]thiophen-6-yloxy]-ethyl ester), ice water. Run in CN(C=O)C (N,N-dimethylformamide). Run at temperature 80 celsius. The product is N(=[N+]=[N-])CCOC=1C=CC2=C(SC(=C2C2=CC=C(C=C2)C(F)(F)F)C)C1 (6-(2-Azido-ethoxy)-2-methyl-3-(4-trifluoromethyl-phenyl)-benzo[b]thiophene). The yield is 99.6%. RXN SMILES: [CH3:1][C:2]1[S:6][C:5]2[CH:7]=[C:8]([O:11][CH2:12][CH2:13]OS(C)(=O)=O)[CH:9]=[CH:10][C:4]=2[C:3]=1[C:19]1[CH:24]=[CH:23][C:22]([C:25]([F:28])([F:27])[F:26])=[CH:21][CH:20]=1.[N-:29]=[N+:30]=[N-:31].[Na+]>CN(C)C=O>[N:29]([CH2:13][CH2:12][O:11][C:8]1[CH:9]=[CH:10][C:4]2[C:3]([C:19]3[CH:24]=[CH:23][C:22]([C:25]([F:28])([F:27])[F:26])=[CH:21][CH:20]=3)=[C:2]([CH3:1])[S:6][C:5]=2[CH:7]=1)=[N+:30]=[N-:31] |f:1.2|. Procedure: 0.300 g (0.697 mmol) Methanesulfonic acid 2-[2-methyl-3-(4-trifluoromethyl-phenyl)-benzo[b]thiophen-6-yloxy]-ethyl ester dissolved in 2.0 ml of N,N-dimethylformamide were treated with 0.137 g (2.09 mmol) sodium azide and the reaction mixture heated to 80° C. for 1 hour. It was then cooled to room temperature, poured into 30 ml of ice-water and extracted 3 times with 10 ml of ether. The combined ether phases were washed with brine, dried over magnesium sulfate and evaporated under reduced pressur... Reactants: O=C([O-])[O-], Cc1ccc(S(=O)(=O)OCCCCCCCl)cc1, [K+], [K+], O=Cc1cc(O)ccc1[N+](=O)[O-]. The product is O=Cc1cc(OCCCCCCCl)ccc1[N+](=O)[O-]. As a reaction SMILES: [C:31](=[O:32])([O-:33])[O-:34].[Cl:13][CH2:14][CH2:15][CH2:16][CH2:17][CH2:18][CH2:19][O:20][S:21]([c:22]1[cH:23][cH:24][c:25]([CH3:26])[cH:27][cH:28]1)(=[O:29])=[O:30].[K+:35].[K+:36].[OH:1][c:2]1[cH:3][cH:4][c:5]([N+:10](=[O:11])[O-:12])[c:6]([CH:7]=[O:8])[cH:9]1>>[O:1]([c:2]1[cH:3][cH:4][c:5]([N+:10](=[O:11])[O-:12])[c:6]([CH:7]=[O:8])[cH:9]1)[CH2:19][CH2:18][CH2:17][CH2:16][CH2:15][CH2:14][Cl:13]. Reactants: O=O (O2), C(C)(=O)NCCOCCO (5-acetylamino-3-oxa-1-pentanol), [OH-].[Na+] (NaOH). The reagents and catalysts are [Pd] (Pd/C). Solvent: O (water). Conditions: temperature 70 celsius. Product: C(C)(=O)NCCOCC(=O)[O-].[Na+] (sodium 5-acetylamino-3-oxapentanoate). Yield: 85.0%. As a reaction SMILES: [C:1]([NH:4][CH2:5][CH2:6][O:7][CH2:8][CH2:9][OH:10])(=[O:3])[CH3:2].[O:11]=O.[OH-].[Na+:14]>O.[Pd]>[C:1]([NH:4][CH2:5][CH2:6][O:7][CH2:8][C:9]([O-:11])=[O:10])(=[O:3])[CH3:2].[Na+:14] |f:2.3,6.7|. Procedure: 73.5 g of 5-acetylamino-3-oxa-1-pentanol were dissolved in 425 g of water, and 2.90 g of Pd/C (10% by weight) were added. The solution was heated to 70° C. and, while stirring vigorously, about 50 ml/min O2 were passed continuously through the solution under atmospheric pressure for 5 h. Throughout the reaction, the pH was kept at 10 by continuously metering in a total of 116 g of 20% by weight aqueous NaOH. The remaining solution was then extracted with ethyl acetate in a perforator for 3 days....